Dataset: the Open Reaction Database (ORD), a public repository of structured organic reaction records. Task: describe an organic reaction: reactants, conditions, products, and yield The reactants are CCOC(=O)c1ccc2cc(O)ccc2n1, C1CCOC1, Cc1ccccc1, OCCCN1CCCCC1. The product is CCOC(=O)c1ccc2cc(OCCCN3CCCCC3)ccc2n1. As a reaction SMILES: [CH2:1]([CH3:2])[O:3][C:4](=[O:5])[c:6]1[n:7][c:8]2[cH:9][cH:10][c:11]([OH:16])[cH:12][c:13]2[cH:14][cH:15]1.[CH2:34]1[O:35][CH2:36][CH2:37][CH2:38]1.[CH3:27][c:28]1[cH:29][cH:30][cH:31][cH:32][cH:33]1.[N:17]1([CH2:23][CH2:24][CH2:25][OH:26])[CH2:18][CH2:19][CH2:20][CH2:21][CH2:22]1>>[CH2:1]([CH3:2])[O:3][C:4](=[O:5])[c:6]1[n:7][c:8]2[cH:9][cH:10][c:11]([O:16][CH2:25][CH2:24][CH2:23][N:17]3[CH2:18][CH2:19][CH2:20][CH2:21][CH2:22]3)[cH:12][c:13]2[cH:14][cH:15]1. Reactants: C(C)(C)(C)OC(=O)N[C@H]1[C@@H]2N(C(=C(CS2)COC(C2=C(C=CC=C2)C(NS(=O)(=O)C2=CC=C(C)C=C2)=O)=O)C(=O)O)C1=O (7β-(t-Butoxycarbonyl)amino-3-[2-(N-tosylcarbamoyl)-benzoyloxy]methyl-3-cephem-4-carboxylic acid). Run in FC(C(=O)O)(F)F (trifluoroacetic acid). Run at time 20 minute. Product: N[C@H]1[C@@H]2N(C(=C(CS2)COC(C2=C(C=CC=C2)C(NS(=O)(=O)C2=CC=C(C)C=C2)=O)=O)C(=O)O)C1=O (7β-amino-3-[2-(N-tosylcarbamoyl)benzoyloxy]methyl-3-cephem4-carboxylic acid). The yield is 90.4%. Reaction SMILES: C(OC([NH:8][C@@H:9]1[C:42](=[O:43])[N:11]2[C:12]([C:39]([OH:41])=[O:40])=[C:13]([CH2:16][O:17][C:18](=[O:38])[C:19]3[CH:24]=[CH:23][CH:22]=[CH:21][C:20]=3[C:25](=[O:37])[NH:26][S:27]([C:30]3[CH:36]=[CH:35][C:33]([CH3:34])=[CH:32][CH:31]=3)(=[O:29])=[O:28])[CH2:14][S:15][C@H:10]12)=O)(C)(C)C>FC(F)(F)C(O)=O>[NH2:8][C@@H:9]1[C:42](=[O:43])[N:11]2[C:12]([C:39]([OH:41])=[O:40])=[C:13]([CH2:16][O:17][C:18](=[O:38])[C:19]3[CH:24]=[CH:23][CH:22]=[CH:21][C:20]=3[C:25](=[O:37])[NH:26][S:27]([C:30]3[CH:36]=[CH:35][C:33]([CH3:34])=[CH:32][CH:31]=3)(=[O:29])=[O:28])[CH2:14][S:15][C@H:10]12. Procedure: 7β-(t-Butoxycarbonyl)amino-3-[2-(N-tosylcarbamoyl)-benzoyloxy]methyl-3-cephem-4-carboxylic acid (631 mg) is dissolved in trifluoroacetic acid (2 ml) under ice-cooling. The solution is stirred for 20 minutes and concentrated under reduced pressure. To the residue, ether (20 ml) is added and the resultant solid is triturated. The powder thus obtained is collected by filtration, washed with ether and dried over phosphorus pentoxide. The procedure provides 7β-amino-3-[2-(N-tosylcarbamoyl)benzoyloxy]... Reactants: C[Si](N[Si](C)(C)C)(C)C.[Li] (Lithium hexamethyldisilazane), ClC1=CC=C(OC2=C(C=C(C(=O)N)C=C2)C2=NC=CC=C2OC)C=C1 (4-(4-chlorophenoxy)-3-(3-methoxypyridin-2-yl)benzamide), CS(=O)(=O)Cl (Methansulfonyl chloride). Run in C1CCOC1 (THF). Run at time 10 minute. The product is ClC1=CC=C(OC2=C(C=C(C(=O)NS(=O)(=O)C)C=C2)C2=NC=CC=C2OC)C=C1 (4-(4-chlorophenoxy)-3-(3-methoxypyridin-2-yl)-N-(methylsulfonyl)benzamide). Yield: 5.4%. As a reaction SMILES: C[Si](C)(C)N[Si](C)(C)C.[Li].[Cl:11][C:12]1[CH:35]=[CH:34][C:15]([O:16][C:17]2[CH:25]=[CH:24][C:20]([C:21]([NH2:23])=[O:22])=[CH:19][C:18]=2[C:26]2[C:31]([O:32][CH3:33])=[CH:30][CH:29]=[CH:28][N:27]=2)=[CH:14][CH:13]=1.[CH3:36][S:37](Cl)(=[O:39])=[O:38]>C1COCC1>[Cl:11][C:12]1[CH:35]=[CH:34][C:15]([O:16][C:17]2[CH:25]=[CH:24][C:20]([C:21]([NH:23][S:37]([CH3:36])(=[O:39])=[O:38])=[O:22])=[CH:19][C:18]=2[C:26]2[C:31]([O:32][CH3:33])=[CH:30][CH:29]=[CH:28][N:27]=2)=[CH:14][CH:13]=1 |f:0.1,^1:9|. Procedure: Lithium hexamethyldisilazane (1.5 mL, 1.55 mmol) was added to a solution of 4-(4-chlorophenoxy)-3-(3-methoxypyridin-2-yl)benzamide (Preparation 11, 0.184 g, 0.52 mmol) in THF (10 mL) and then the mixture was stirred at room temperature for 10 minutes. Methansulfonyl chloride (0.14 mL, 1.81 mmol) was added to the yellow solution and the mixture was stirred at room temperature for 18 hours. The reaction was quenched by the addition of aqueous ammonium chloride (10 mL) and extracted with DCM (3×30 ... Procedure: In acetic acid (60 mL) was dissolved methyl 3-(4-{5-[amino(hydroxyimino)methyl]-pyridin-2-yl}phenoxy)-2,2-dimethylpropanoate (5.8 g), acetic anhydride (4 mL) was added to the solution and the mixture was stirred at room temperature for 2 hours. To the residue obtained by concentrating the mixture under reduced pressure were added methanol (300 mL) and tetrahydrofuran (70 mL), and 10% palladium carbon (1.2 g) was added to the mixture under nitrogen atmosphere. The atmosphere of the reaction mixtu... Reactants: NC(C=1C=CC(=NC1)C1=CC=C(OCC(C(=O)OC)(C)C)C=C1)=NO (methyl 3-(4-{5-[amino(hydroxyimino)methyl]-pyridin-2-yl}phenoxy)-2,2-dimethylpropanoate), C(C)(=O)OC(C)=O (acetic anhydride). As a reaction SMILES: [NH2:1][C:2](=[N:24]O)[C:3]1[CH:4]=[CH:5][C:6]([C:9]2[CH:23]=[CH:22][C:12]([O:13][CH2:14][C:15]([CH3:21])([CH3:20])[C:16]([O:18][CH3:19])=[O:17])=[CH:11][CH:10]=2)=[N:7][CH:8]=1.C(OC(=O)C)(=O)C>C(O)(=O)C>[C:16]([OH:18])(=[O:17])[CH3:15].[NH2:24][C:2](=[NH:1])[C:3]1[CH:4]=[CH:5][C:6]([C:9]2[CH:10]=[CH:11][C:12]([O:13][CH2:14][C:15]([CH3:20])([CH3:21])[C:16]([O:18][CH3:19])=[O:17])=[CH:22][CH:23]=2)=[N:7][CH:8]=1 |f:3.4|. The product is C(C)(=O)O.NC(C=1C=CC(=NC1)C1=CC=C(OCC(C(=O)OC)(C)C)C=C1)=N (methyl 3-(4-{5-[amino(imino)methyl]pyridin-2-yl}-phenoxy)-2,2-dimethylpropanoate acetate). Isolated yield 186.7%. Conditions: time 2 hour. Solvent: C(C)(=O)O (acetic acid).